describe an organic reaction: reactants, conditions, products, and yield From a dataset of the Open Reaction Database (ORD), a public repository of structured organic reaction records. Reactants: C(C)NC(C1=CC=C(C=C1)C(CCC(C1=CC=CC=C1)=O)=O)=O (N-ethyl-4-(4-oxo-4-phenyl-butyryl)-benzamide), NCC(=O)O (glycine). The solvent is C(C)(=O)O (acetic acid). The product is C(C)NC(=O)C1=CC=C(C=C1)C=1N(C(=CC1)C1=CC=CC=C1)CC(=O)O ([2-(4-ethylcarbamoyl-phenyl)-5-phenyl-pyrrol-1-yl]-acetic acid). Isolated yield 34.4%. RXN SMILES: [CH2:1]([NH:3][C:4](=[O:23])[C:5]1[CH:10]=[CH:9][C:8]([C:11](=O)[CH2:12][CH2:13][C:14](=O)[C:15]2[CH:20]=[CH:19][CH:18]=[CH:17][CH:16]=2)=[CH:7][CH:6]=1)[CH3:2].[NH2:24][CH2:25][C:26]([OH:28])=[O:27]>C(O)(=O)C>[CH2:1]([NH:3][C:4]([C:5]1[CH:10]=[CH:9][C:8]([C:11]2[N:24]([CH2:25][C:26]([OH:28])=[O:27])[C:14]([C:15]3[CH:20]=[CH:19][CH:18]=[CH:17][CH:16]=3)=[CH:13][CH:12]=2)=[CH:7][CH:6]=1)=[O:23])[CH3:2]. Procedure details: To a slurry of ˜1.0 mmol ethyl benzamide from Step 3 in 3 mL acetic acid was added 0.15 g (2.0 mmol) glycine. The reaction was mixed at 90-102° C. for 5.5 hr and allowed to cool. The solution was concentrated and and the residue was purified by 6Gilson preparative HPLC to afford 120 mg of [2-(4-ethylcarbamoyl-phenyl)-5-phenyl-pyrrol-1-yl]-acetic acid [5LC-MS data molecular ion and retention time): m/z 349 (M+H); 2.36 min] as a brown solid. Starting materials: C(C)N1CC2C3=CC=C(C=C3C(C1)CC2)N (10-ethyl-10-aza-tricyclo[6.3.2.0*2,7*]trideca-2,4,6-trien-4-ylamine), ClC1=NC=C(C(=N1)NC1=C(C=CC=C1)S(=O)(=O)NC)Cl (2-(2,5-dichloro-pyrimidin-4-ylamino)-N-methyl-benzenesulfonamide). Product: ClC=1C(=NC(=NC1)NC=1C=C2C3CN(CC(C2=CC1)CC3)CC)NC3=C(C=CC=C3)S(=O)(=O)NC (2-[5-Chloro-2-(10-ethyl-10-aza-tricyclo[6.3.2.0*2,7*]trideca-2,4,6-trien-4-ylamino)-pyrimidin-4-ylamino]-N-methyl-benzenesulfonamide). As a reaction SMILES: [CH2:1]([N:3]1[CH2:13][CH:12]2[CH2:14][CH2:15][CH:5]([C:6]3[C:11]2=[CH:10][C:9]([NH2:16])=[CH:8][CH:7]=3)[CH2:4]1)[CH3:2].Cl[C:18]1[N:23]=[C:22]([NH:24][C:25]2[CH:30]=[CH:29][CH:28]=[CH:27][C:26]=2[S:31]([NH:34][CH3:35])(=[O:33])=[O:32])[C:21]([Cl:36])=[CH:20][N:19]=1>>[Cl:36][C:21]1[C:22]([NH:24][C:25]2[CH:30]=[CH:29][CH:28]=[CH:27][C:26]=2[S:31]([NH:34][CH3:35])(=[O:33])=[O:32])=[N:23][C:18]([NH:16][C:9]2[CH:10]=[C:11]3[C:6](=[CH:7][CH:8]=2)[CH:5]2[CH2:15][CH2:14][CH:12]3[CH2:13][N:3]([CH2:1][CH3:2])[CH2:4]2)=[N:19][CH:20]=1. Reported procedure: 2-[5-Chloro-2-(10-ethyl-10-aza-tricyclo[6.3.2.0*2,7*]trideca-2,4,6-trien-4-ylamino)-pyrimidin-4-ylamino]-N-methyl-benzenesulfonamide was prepared from 10-ethyl-10-aza-tricyclo[6.3.2.0*2,7*]trideca-2,4,6-trien-4-ylamine and 2-(2,5-dichloro-pyrimidin-4-ylamino)-N-methyl-benzenesulfonamide in an analogous manner to Example 271. Product isolated as a clear thin film (13 mg, 18%). LCMS (m/e) 513 (M+1); 1H-NMR (CDCl3, 400 MHz) δ 9.13 (s, 1H), 8.48 (d, 1H, J=8.4 Hz), 8.01 (s, 1H), 7.95 (d, 1H, J=7.9 Hz... The reactants are COC(=O)C1=CC2=C1C=C(C=C2)OC (5-methoxybenzocyclobutene-1-carboxylic acid methyl ester), [Cl-].[Al+3].[Cl-].[Cl-] (aluminium chloride), ice, C(C1=CC=CC=C1)(=O)Cl (benzoyl chloride). Run in C(Cl)Cl (methylene chloride), C(Cl)Cl (methylene chloride). Product: COC(=O)C1=CC2=C1C=C(C(=C2)C(C2=CC=CC=C2)=O)O (4-benzoyl-5-hydroxybenzocyclobutene-1-carboxylic acid methyl ester). As a reaction SMILES: [Cl-].[Al+3].[Cl-].[Cl-].[CH3:5][O:6][C:7]([C:9]1[C:12]2[CH:13]=[C:14]([O:17]C)[CH:15]=[CH:16][C:11]=2[CH:10]=1)=[O:8].[C:19](Cl)(=[O:26])[C:20]1[CH:25]=[CH:24][CH:23]=[CH:22][CH:21]=1>C(Cl)Cl>[CH3:5][O:6][C:7]([C:9]1[C:12]2[CH:13]=[C:14]([OH:17])[C:15]([C:19](=[O:26])[C:20]3[CH:25]=[CH:24][CH:23]=[CH:22][CH:21]=3)=[CH:16][C:11]=2[CH:10]=1)=[O:8] |f:0.1.2.3|. Reported procedure: 95.7 g of finely pulverised aluminium chloride are suspended in 180 ml of absolute methylene chloride. While stirring and cooling, 35 g of 5-methoxybenzocyclobutene-1-carboxylic acid methyl ester, dissolved in a small amount of methylene chloride, are added dropwise in such a manner that the temperature remains below 30°. At the same temperature, 50.5 g of benzoyl chloride are added dropwise thereto and the whole is subsequently heated at reflux for 4 hours. After cooling, the reaction mixture i...